Dataset: the Open Reaction Database (ORD), a public repository of structured organic reaction records. Task: describe an organic reaction: reactants, conditions, products, and yield Reactants: O (water), C(CCCCC)(=O)Cl (Hexanoyl chloride), NC1=CC2=C(SC=C2CC2=C(C=C(C(=O)OC)C=C2)OC)C=C1 (methyl 4-(5-aminobenzo[b]thien-3-ylmethyl)-3-methoxybenzoate), CN1CCOCC1 (N-methylmorpholine). Run in ClCCl (dichloromethane). Reaction conditions: time 1 hour. Yields the product C(CCCCC)(=O)NC1=CC2=C(SC=C2CC2=C(C=C(C(=O)OC)C=C2)OC)C=C1 (Methyl 4-(5-hexanamidobenzo[b]thien-3-ylmethyl)-3-methoxybenzoate). The yield is 65.9%. As a reaction SMILES: [C:1](Cl)(=[O:7])[CH2:2][CH2:3][CH2:4][CH2:5][CH3:6].[NH2:9][C:10]1[CH:31]=[CH:30][C:13]2[S:14][CH:15]=[C:16]([CH2:17][C:18]3[CH:27]=[CH:26][C:21]([C:22]([O:24][CH3:25])=[O:23])=[CH:20][C:19]=3[O:28][CH3:29])[C:12]=2[CH:11]=1.CN1CCOCC1.O>ClCCl>[C:1]([NH:9][C:10]1[CH:31]=[CH:30][C:13]2[S:14][CH:15]=[C:16]([CH2:17][C:18]3[CH:27]=[CH:26][C:21]([C:22]([O:24][CH3:25])=[O:23])=[CH:20][C:19]=3[O:28][CH3:29])[C:12]=2[CH:11]=1)(=[O:7])[CH2:2][CH2:3][CH2:4][CH2:5][CH3:6]. Reported procedure: Hexanoyl chloride (0.024 g.) was added to a stirred solution of methyl 4-(5-aminobenzo[b]thien-3-ylmethyl)-3-methoxybenzoate (H) (0.06 g.), and N-methylmorpholine (0.1 ml.) in dichloromethane (3 ml.). The mixture was stirred for 1 hour and then poured into water (20 ml.). The aqueous mixture was extracted with dichloromethane (2×20 ml.). The combined extracts were dried (MgSO4), and evaporated. The mixture was recrystallized from a mixture of ethyl acetate and hexane to give the title compound (... Starting materials: CNC(C=C)=O (N-methylacrylamide), COC=1C=C(CN)C=C(C1)OC (3,5-dimethoxybenzylamine). Solvent: C(C)O (ethanol). Conditions: temperature 140 celsius. The product is COC=1C=C(C=C(C1)OC)CNCCC(=O)NC (3-[(3,5-dimethoxyphenyl)methylamino]-N-methyl-propanamide). Reaction SMILES: [CH3:1][NH:2][C:3](=[O:6])[CH:4]=[CH2:5].[CH3:7][O:8][C:9]1[CH:10]=[C:11]([CH:14]=[C:15]([O:17][CH3:18])[CH:16]=1)[CH2:12][NH2:13]>C(O)C>[CH3:18][O:17][C:15]1[CH:14]=[C:11]([CH2:12][NH:13][CH2:5][CH2:4][C:3]([NH:2][CH3:1])=[O:6])[CH:10]=[C:9]([O:8][CH3:7])[CH:16]=1. Reported procedure: N-methylacrylamide (ABCR; 500 mg, 5.87 mmol) and 3,5-dimethoxybenzylamine (Aldrich; 0.98 mL, 6.46 mmol) were dissolved in ethanol (4 mL) and heated in a microwave at 140° C. for 45 minutes. The mixture was poured onto a 20 g SCX-2 column, washed with methanol and eluted with 3.5N NH3 in methanol. The product fractions were evaporated to the title compound as a yellow oil (1.3 g, 88%). Starting materials: NC=1C=C2C(=CNC2=CC1)C=1CCN(CC1)C (5-amino-3-(1-methyl-1,2,3,6-tetrahydropyridin-4-yl)-1H-indole), COC1=CC=C(C(=O)Cl)C=C1 (4-methoxybenzoyl chloride). Reported procedure: Beginning with 1.13 gm (5.0 mMol) 5-amino-3-(1-methyl-1,2,3,6-tetrahydropyridin-4-yl)-1H-indole and 0.853 gm (5.0 mMol) 4-methoxybenzoyl chloride, 0.367 gm (20.4%) of the title compound were recovered as a light yellow solid. RXN SMILES: [NH2:1][C:2]1[CH:3]=[C:4]2[C:8](=[CH:9][CH:10]=1)[NH:7][CH:6]=[C:5]2[C:11]1[CH2:12][CH2:13][N:14]([CH3:17])[CH2:15][CH:16]=1.[CH3:18][O:19][C:20]1[CH:28]=[CH:27][C:23]([C:24](Cl)=[O:25])=[CH:22][CH:21]=1>>[CH3:18][O:19][C:20]1[CH:28]=[CH:27][C:23]([C:24]([NH:1][C:2]2[CH:3]=[C:4]3[C:8](=[CH:9][CH:10]=2)[NH:7][CH:6]=[C:5]3[C:11]2[CH2:12][CH2:13][N:14]([CH3:17])[CH2:15][CH:16]=2)=[O:25])=[CH:22][CH:21]=1. The product is COC1=CC=C(C(=O)NC=2C=C3C(=CNC3=CC2)C=2CCN(CC2)C)C=C1 (5-(4-methoxybenzoyl)amino-3-(1-methyl-1,2,3,6-tetrahydropyridin-4-yl)-1H-indole). The yield is 20.3%. Starting materials: NC1=CC=C(C(=O)N)C=C1 (4-aminobenzamide), N(=O)[O-].[Na+] (sodium nitrite), Cl (hydrochloric acid), [N+](=O)([O-])C1=CC(=C(C=C1)N)OC (4-nitro-1-amino-2-methoxybenzene). Solvent: O (water). Product: diazonium salt, [N+](=O)([O-])C1=CC(=C(C=C1)C)N (4-nitro-2-amino-1-methylbenzene). As a reaction SMILES: Cl.[N+]([C:5]1[CH:10]=[CH:9][C:8]([NH2:11])=[C:7](OC)[CH:6]=1)([O-])=O.N[C:15]1C=CC(C(N)=O)=CC=1.[N:24]([O-:26])=[O:25].[Na+]>O>[N+:24]([C:10]1[CH:5]=[CH:6][C:7]([CH3:15])=[C:8]([NH2:11])[CH:9]=1)([O-:26])=[O:25] |f:3.4|. Procedure details: 24.3 Parts of 20 degrees Baume hydrochloric acid was slurried with 15.2 parts of 4-nitro-1-amino-2-methoxybenzene and 1.33 parts of 4-aminobenzamide in 210 parts of water. The mixture was iced to 0° C. and reacted with 7.3 parts of sodium nitrite to form a solution of the diazonium salt of 4-nitro-2-amino-1-methylbenzene and the diazonium salt of 4-aminobenzamide.